From a dataset of the Open Reaction Database (ORD), a public repository of structured organic reaction records. describe an organic reaction: reactants, conditions, products, and yield Starting materials: C1CC(CC=2C3=CC=CC=C3NC12)C(=O)O (1,2,3,4-tetrahydrocarbazole-3-carboxylic acid), [H-].[H-].[H-].[H-].[Li+].[Al+3] (LiAlH4), OCC1CCC=2NC3=CC=CC=C3C2C1 (3-hydroxymethyl-1,2,3,4-tetrahydrocarbazole), O=S(Cl)Cl (SOCl2), P(Br)(Br)Br (PBr3). Run in C(C)#N (acetonitrile). The product is ClCC1CCC=2NC3=CC=CC=C3C2C1 (3-chloromethyl-1,2,3,4-tetrahydrocarbazole), BrCC1CCC=2NC3=CC=CC=C3C2C1 (3-bromomethyl-1,2,3,4-tetrahydrocarbazole), C1(=CC=CC=C1)C=1CCNCC1 (4-phenyl-1,2,3,6-tetrahydropyridine). RXN SMILES: [CH2:1]1[C:13]2[NH:12][C:11]3[C:6](=[CH:7][CH:8]=[CH:9][CH:10]=3)[C:5]=2[CH2:4][CH:3]([C:14](O)=O)[CH2:2]1.[H-].[H-].[H-].[H-].[Li+].[Al+3].O[CH2:24][CH:25]1[CH2:37][C:36]2[C:35]3[C:30](=[CH:31][CH:32]=[CH:33][CH:34]=3)[NH:29][C:28]=2[CH2:27][CH2:26]1.O=S(Cl)[Cl:40].P(Br)(Br)[Br:43]>C(#N)C>[Cl:40][CH2:14][CH:3]1[CH2:4][C:5]2[C:6]3[C:11](=[CH:10][CH:9]=[CH:8][CH:7]=3)[NH:12][C:13]=2[CH2:1][CH2:2]1.[Br:43][CH2:24][CH:25]1[CH2:37][C:36]2[C:35]3[C:30](=[CH:31][CH:32]=[CH:33][CH:34]=3)[NH:29][C:28]=2[CH2:27][CH2:26]1.[C:6]1([C:5]2[CH2:4][CH2:3][NH:29][CH2:1][CH:13]=2)[CH:7]=[CH:8][CH:9]=[CH:10][CH:11]=1 |f:1.2.3.4.5.6|. Reported procedure: A solution of 2.19 g of 3-chloromethyl-1,2,3,4-tetrahydrocarbazole (or 2.63 g of 3-bromomethyl-1,2,3,4-tetrahydrocarbazole) (obtainable by reduction of 1,2,3,4-tetrahydrocarbazole-3-carboxylic acid with LiAlH4 to give 3-hydroxymethyl-1,2,3,4-tetrahydrocarbazole, followed by reaction with SOCl2 or PBr3) and 1.6 g of 4-phenyl-1,2,3,6-tetrahydropyridine in 10 ml of acetonitrile is stirred at 20° for 12 hours, worked up as usual and 3-(4-phenyl-1,2,3,6-tetrahydro-1-pyridylmethyl)1,2,3,4-tetrahydroca... Starting materials: COCCOC, O=C1OC2(CCN(c3nc4cc(I)ccc4[nH]3)CC2)c2ccccc21, [Na+], [Na+], O=C([O-])[O-], OB(O)c1cccnc1. Product: O=C1OC2(CCN(c3nc4cc(-c5cccnc5)ccc4[nH]3)CC2)c2ccccc21. Reaction SMILES: [CH3:41][O:42][CH2:43][CH2:44][O:45][CH3:46].[I:1][c:2]1[cH:3][c:4]2[c:5]([nH:6][c:7]([N:9]3[CH2:10][CH2:11][C:12]4([O:13][C:14](=[O:21])[c:15]5[cH:16][cH:17][cH:18][cH:19][c:20]54)[CH2:22][CH2:23]3)[n:8]2)[cH:24][cH:25]1.[Na+:35].[Na+:36].[O-:37][C:38](=[O:39])[O-:40].[n:26]1[cH:27][c:28]([B:32]([OH:33])[OH:34])[cH:29][cH:30][cH:31]1>>[c:2]1(-[c:28]2[cH:27][n:26][cH:31][cH:30][cH:29]2)[cH:3][c:4]2[c:5]([nH:6][c:7]([N:9]3[CH2:10][CH2:11][C:12]4([O:13][C:14](=[O:21])[c:15]5[cH:16][cH:17][cH:18][cH:19][c:20]54)[CH2:22][CH2:23]3)[n:8]2)[cH:24][cH:25]1. Reactants: BrC=1C=CC(=NC1)C(=O)OC (Methyl 5-bromopyridine-2-carboxylate), [BH4-].[Na+] (Sodium borohydride). Run in C(C)O (ethanol). Run at time 18 hour. Product: BrC=1C=CC(=NC1)CO ((5-Bromopyridin-2-yl)methanol). Reaction SMILES: [Br:1][C:2]1[CH:3]=[CH:4][C:5]([C:8](OC)=[O:9])=[N:6][CH:7]=1.[BH4-].[Na+]>C(O)C>[Br:1][C:2]1[CH:3]=[CH:4][C:5]([CH2:8][OH:9])=[N:6][CH:7]=1 |f:1.2|. Procedure: Methyl 5-bromopyridine-2-carboxylate (2.00 g, 9.27 mmol) was dissolved in ethanol (20.0 mL). Sodium borohydride (1.05 g, 27.8 mmol) was added at 0° C., and the mixture was stirred at room temperature for 18 h. The mixture was then concentrated under reduced pressure, quenched with 1 N hydrochloric acid, neutralized with solid potassium carbonate and extracted with dichloromethane. The organic layer was dried over magnesium sulfate and evaporated to give 1.57 g (90% of th.) of the title compound. Reactants: BrCCCn1cccc1, CC(=O)N(c1ccc(Cl)cc1)C1CC(C)N(C(=O)c2ccc(O)cc2)c2ccccc21, [K+], [K+], O=C([O-])[O-], CN(C)C=O. The product is CC(=O)N(c1ccc(Cl)cc1)C1CC(C)N(C(=O)c2ccc(OCCCn3cccc3)cc2)c2ccccc21. RXN SMILES: [Br:38][CH2:39][CH2:40][CH2:41][n:42]1[cH:43][cH:44][cH:45][cH:46]1.[Cl:1][c:2]1[cH:3][cH:4][c:5]([N:8]([C:9]([CH3:10])=[O:11])[CH:12]2[CH2:13][CH:14]([CH3:31])[N:15]([C:22]([c:23]3[cH:24][cH:25][c:26]([OH:29])[cH:27][cH:28]3)=[O:30])[c:16]3[cH:17][cH:18][cH:19][cH:20][c:21]32)[cH:6][cH:7]1.[K+:32].[K+:33].[O-:34][C:35]([O-:36])=[O:37].[O:47]=[CH:48][N:49]([CH3:50])[CH3:51]>>[Cl:1][c:2]1[cH:3][cH:4][c:5]([N:8]([C:9]([CH3:10])=[O:11])[CH:12]2[CH2:13][CH:14]([CH3:31])[N:15]([C:22]([c:23]3[cH:24][cH:25][c:26]([O:29][CH2:39][CH2:40][CH2:41][n:42]4[cH:43][cH:44][cH:45][cH:46]4)[cH:27][cH:28]3)=[O:30])[c:16]3[cH:17][cH:18][cH:19][cH:20][c:21]32)[cH:6][cH:7]1.